This data is from the Open Reaction Database (ORD), a public repository of structured organic reaction records. The task is: describe an organic reaction: reactants, conditions, products, and yield Starting materials: solution, Cl (hydrogen chloride), CN(C(OC(C)(C)C)=O)CC1=NC(=NO1)C1CN(CC(C1)C1=CC=C(C=C1)C(F)(F)F)C(=O)N1CCOCC1 (tert-Butyl methyl-[(3-{1-(morpholin-4-ylcarbonyl)-5-[4-(trifluoromethyl)phenyl]piperidin-3-yl}-1,2,4-oxadiazol-5-yl)methyl]carbamate). Solvent: O1CCOCC1 (dioxane), O1CCOCC1 (dioxane). Run at time 24 hour. Product: Cl.CNCC1=NC(=NO1)C1CN(CC(C1)C1=CC=C(C=C1)C(F)(F)F)C(=O)N1CCOCC1 ({3-{5-[(Methylamino)methyl]-1,2,4-oxadiazol-3-yl}-5-[4-(trifluoromethyl)phenyl]piperidin-1-yl}-(morpholin-4-yl)methanone hydrochloride). As a reaction SMILES: [ClH:1].[CH3:2][N:3]([CH2:11][C:12]1[O:16][N:15]=[C:14]([CH:17]2[CH2:22][CH:21]([C:23]3[CH:28]=[CH:27][C:26]([C:29]([F:32])([F:31])[F:30])=[CH:25][CH:24]=3)[CH2:20][N:19]([C:33]([N:35]3[CH2:40][CH2:39][O:38][CH2:37][CH2:36]3)=[O:34])[CH2:18]2)[N:13]=1)C(=O)OC(C)(C)C>O1CCOCC1>[ClH:1].[CH3:2][NH:3][CH2:11][C:12]1[O:16][N:15]=[C:14]([CH:17]2[CH2:22][CH:21]([C:23]3[CH:28]=[CH:27][C:26]([C:29]([F:32])([F:30])[F:31])=[CH:25][CH:24]=3)[CH2:20][N:19]([C:33]([N:35]3[CH2:40][CH2:39][O:38][CH2:37][CH2:36]3)=[O:34])[CH2:18]2)[N:13]=1 |f:3.4|. Procedure details: 0.43 ml (1.73 mmol) of a 4N solution of hydrogen chloride in dioxane was added to a solution of 96 mg (0.17 mmol) of the compound from Example 90A in 0.8 ml of dioxane, and the mixture was stirred at room temperature for 24 h. The reaction mixture was then concentrated under reduced pressure, dichloromethane was added and the mixture was concentrated again. Yield: 85 mg (99% of theory). Starting materials: COC(=O)C=1N(C=NC1)C1C(N(C(C2=CC=CC=C12)=O)C)(C)C (3-(2,3,3-trimethyl-1-oxo-1,2,3,4-tetrahydro-isoquinolin-4-yl)-3H-imidazole-4-carboxylic acid methyl ester), [H-].[Al+3].[Li+].[H-].[H-].[H-] (lithium aluminum hydride). The solvent is C1CCOC1 (THF). Conditions: temperature 0 celsius, time 30 minute. Product: OCC1=CN=CN1C1C(N(C(C2=CC=CC=C12)=O)C)(C)C (4-(5-hydroxymethyl-imidazol-1-yl)-2,3,3-trimethyl-3,4-dihydro-2H-isoquinolin-1-one). RXN SMILES: C[O:2][C:3]([C:5]1[N:6]([CH:10]2[C:19]3[C:14](=[CH:15][CH:16]=[CH:17][CH:18]=3)[C:13](=[O:20])[N:12]([CH3:21])[C:11]2([CH3:23])[CH3:22])[CH:7]=[N:8][CH:9]=1)=O.[H-].[Al+3].[Li+].[H-].[H-].[H-]>C1COCC1>[OH:2][CH2:3][C:5]1[N:6]([CH:10]2[C:19]3[C:14](=[CH:15][CH:16]=[CH:17][CH:18]=3)[C:13](=[O:20])[N:12]([CH3:21])[C:11]2([CH3:23])[CH3:22])[CH:7]=[N:8][CH:9]=1 |f:1.2.3.4.5.6|. Reported procedure: To a solution of 3-(2,3,3-trimethyl-1-oxo-1,2,3,4-tetrahydro-isoquinolin-4-yl)-3H-imidazole-4-carboxylic acid methyl ester (190 mg, 0.367 mmol) in THF (5.5 mL) at −25° C. is added lithium aluminum hydride (18 mg, 0.48 mmol). The reaction is permitted to warm to 0° C. over 2 h and the reaction is stirred for an additional 30 min at 0° C. After a total of 2.5 h the reaction is quenched at 0° C. by the consecutive addition of 9:1 THF/H2O (0.225 mL), 2M aqueous NaOH (0.090 mL), and H2O (0.170 mL). T... Product: CCCCc1ncc(C=C2C(=O)N(CCCC)C(=O)N2Cc2sccc2C)n1Cc1ccc(C(=O)OC)cc1, Cl. RXN SMILES: [Br:35][CH2:36][c:37]1[s:38][cH:39][cH:40][c:41]1[CH3:42].[CH2:1]([CH2:2][CH2:3][CH3:4])[c:5]1[n:6]([CH2:22][c:23]2[cH:24][cH:25][c:26]([C:27](=[O:28])[O:29][CH3:30])[cH:31][cH:32]2)[c:7]([CH:10]=[C:11]2[NH:12][C:13](=[O:21])[N:14]([CH2:17][CH2:18][CH2:19][CH3:20])[C:15]2=[O:16])[cH:8][n:9]1.[CH2:44]1[O:45][CH2:46][CH2:47][CH2:48]1.[ClH:43].[H-:33].[Na+:34]>>[CH2:1]([CH2:2][CH2:3][CH3:4])[c:5]1[n:6]([CH2:22][c:23]2[cH:24][cH:25][c:26]([C:27](=[O:28])[O:29][CH3:30])[cH:31][cH:32]2)[c:7]([CH:10]=[C:11]2[N:12]([CH2:36][c:37]3[s:38][cH:39][cH:40][c:41]3[CH3:42])[C:13](=[O:21])[N:14]([CH2:17][CH2:18][CH2:19][CH3:20])[C:15]2=[O:16])[cH:8][n:9]1.[ClH:43]. Reactants: Cc1ccsc1CBr, CCCCc1ncc(C=C2NC(=O)N(CCCC)C2=O)n1Cc1ccc(C(=O)OC)cc1, C1CCOC1, Cl, [H-], [Na+]. Reactants: ClC1=C(C=C(C=C1)I)C1=NC=2C3=C(CCC2C=N1)N=C(S3)NC(C)=O (N-[8-(2-chloro-5-iod-phenyl)-4,5-dihydro-thiazolo[4,5-h]quinazolin-2-yl]-acetamide), N (ammonia), O=O (oxygen), CNCC#C (N-methylpropargylamine), C(C)(C)N(CC)C(C)C (diisopropylethylamine). Reagents/catalysts: [Cu]I (copper(I)-iodide), [Pd](Cl)Cl.C1(=CC=CC=C1)P(C1=CC=CC=C1)C1=CC=CC=C1 (triphenylphosphine palladium(II)-chloride). Solvent: O (water), O1CCCC1 (tetrahydrofuran). Reaction conditions: temperature 80 celsius, time 5 hour. The product is ClC1=C(C=C(C=C1)C#CCNC)C1=NC=2C3=C(CCC2C=N1)N=C(S3)NC(C)=O (N-{8-[2-chloro-5-(3-methylamino-prop-1-ynyl)-phenyl]-4,5-dihydro-thiazolo[4,5-h]quinazolin-2-yl}-acetamide). Reaction SMILES: [Cl:1][C:2]1[CH:7]=[CH:6][C:5](I)=[CH:4][C:3]=1[C:9]1[N:18]=[CH:17][C:16]2[CH2:15][CH2:14][C:13]3[N:19]=[C:20]([NH:22][C:23](=[O:25])[CH3:24])[S:21][C:12]=3[C:11]=2[N:10]=1.[CH3:26][NH:27][CH2:28][C:29]#[CH:30].C(N(C(C)C)CC)(C)C.O=O.N>O1CCCC1.[Pd](Cl)Cl.C1(P(C2C=CC=CC=2)C2C=CC=CC=2)C=CC=CC=1.[Cu]I.O>[Cl:1][C:2]1[CH:7]=[CH:6][C:5]([C:30]#[C:29][CH2:28][NH:27][CH3:26])=[CH:4][C:3]=1[C:9]1[N:18]=[CH:17][C:16]2[CH2:15][CH2:14][C:13]3[N:19]=[C:20]([NH:22][C:23](=[O:25])[CH3:24])[S:21][C:12]=3[C:11]=2[N:10]=1 |f:6.7|. Procedure details: 1.0 g (2.1 mmol) N-[8-(2-chloro-5-iod-phenyl)-4,5-dihydro-thiazolo[4,5-h]quinazolin-2-yl]-acetamide are placed in 50 mL tetrahydrofuran under an argon atmosphere and combined with 0.6 ml (9 mmol) N-methylpropargylamine and 1 mL (6 mmol) diisopropylethylamine. The mixture is kept free from oxygen and 29 mg (0.04 mmol) triphenylphosphine palladium(II)-chloride and 8 mg (0.04 mmol) copper(I)-iodide are added. The mixture is stirred for 5 hours at 80° C. After cooling to ambient temperature the reac... Reactants: CC(C)(C)OC(=O)N1CCC(NC(=O)c2n[nH]cc2[N+](=O)[O-])CC1, CCO, CN(C)C=O. Product: CC(C)(C)OC(=O)N1CCC(NC(=O)c2n[nH]cc2N)CC1. Reaction SMILES: [C:1]([CH3:2])([CH3:3])([CH3:4])[O:5][C:6](=[O:7])[N:8]1[CH2:9][CH2:10][CH:11]([NH:14][C:15](=[O:16])[c:17]2[n:18][nH:19][cH:20][c:21]2[N+:22]([O-:23])=[O:24])[CH2:12][CH2:13]1.[CH3:25][CH2:26][OH:27].[O:28]=[CH:29][N:30]([CH3:31])[CH3:32]>>[C:1]([CH3:2])([CH3:3])([CH3:4])[O:5][C:6](=[O:7])[N:8]1[CH2:9][CH2:10][CH:11]([NH:14][C:15](=[O:16])[c:17]2[n:18][nH:19][cH:20][c:21]2[NH2:22])[CH2:12][CH2:13]1. Reactants: N1=CC=C(C=C1)N1C(NCC1)=O (1-(4-pyridyl)-2-imidazolidinone), BrCC#C (3-bromopropyne). The product is raw material, C(C#C)N1C(N(CC1)C1=CC=NC=C1)=O (1-(2-propynyl)-3-(4-pyridyl)-2-imidazolidinone). As a reaction SMILES: [N:1]1[CH:6]=[CH:5][C:4]([N:7]2[CH2:11][CH2:10][NH:9][C:8]2=[O:12])=[CH:3][CH:2]=1.Br[CH2:14][C:15]#[CH:16]>>[CH2:16]([N:9]1[CH2:10][CH2:11][N:7]([C:4]2[CH:3]=[CH:2][N:1]=[CH:6][CH:5]=2)[C:8]1=[O:12])[C:15]#[CH:14]. Reported procedure: The starting raw material, 1-(2-propynyl)-3-(4-pyridyl)-2-imidazolidinone was synthesized similarly to Referential example 1, using 1-(4-pyridyl)-2-imidazolidinone as material and using 3-bromopropyne in place of 4-fluoronitrobenzene. The reactants are C1(=CC=CC=C1)C1=C(N(C2=CC=CC=C12)S(=O)(=O)C1=CC=C(C)C=C1)C(C)NC1=C2N=CNC2=NC=N1 (N-(1-(3-phenyl-1-tosyl-1H-indol-2-yl)ethyl)-9H-purin-6-amine), [OH-].[K+] (KOH). Solvent: CO (MeOH). Run at temperature 70 celsius, time 72 hour. Product: C1(=CC=CC=C1)C1=C(NC2=CC=CC=C12)C(C)NC1=C2N=CNC2=NC=N1 (N-(1-(3-phenyl-1H-indol-2-yl)ethyl)-9H-purin-6-amine). Isolated yield 59.6%. RXN SMILES: [C:1]1([C:7]2[C:15]3[C:10](=[CH:11][CH:12]=[CH:13][CH:14]=3)[N:9](S(C3C=CC(C)=CC=3)(=O)=O)[C:8]=2[CH:26]([NH:28][C:29]2[N:37]=[CH:36][N:35]=[C:34]3[C:30]=2[N:31]=[CH:32][NH:33]3)[CH3:27])[CH:6]=[CH:5][CH:4]=[CH:3][CH:2]=1.[OH-].[K+]>CO>[C:1]1([C:7]2[C:15]3[C:10](=[CH:11][CH:12]=[CH:13][CH:14]=3)[NH:9][C:8]=2[CH:26]([NH:28][C:29]2[N:37]=[CH:36][N:35]=[C:34]3[C:30]=2[N:31]=[CH:32][NH:33]3)[CH3:27])[CH:2]=[CH:3][CH:4]=[CH:5][CH:6]=1 |f:1.2|. Procedure: A mixture of {1-[3-phenyl-1-(toluene-4-sulfonyl)-1H-indol-2-yl]ethyl}-(9H-purin-6-yl)amine from Example 21 (200 mg, 0.393 mmol) and 2M KOH (0.8 mL) in MeOH (4 mL) was stirred at 70° C. for 72 h. Volatiles were removed under reduced pressure and the resulting residue was diluted with water. The pH of the solution was adjusted to 1 by addition of 1M HCl and then to 8 by addition of a saturated solution of NaHCO3. The aqueous layer was extracted with EtOAc (×3) and the combined organic layers were ... Starting materials: NC=1C=C(C=CC1)C1NC2=CC=C(C=C2CC1(C)C)C#N (2-(3-amino-phenyl)-3,3-dimethyl-1,2,3,4-tetrahydro-quinoline-6-carbonitrile), COC(C(C)(C)Br)=O (2-bromo-2-methyl-propionic acid methyl ester), C([O-])([O-])=O.[K+].[K+] (potassium carbonate). The solvent is CN(C=O)C (N,N-dimethylformamide). Conditions: temperature 25 celsius, time 5 day. Product: COC(C(C)(C)NC1=CC(=CC=C1)C1NC2=CC=C(C=C2CC1(C)C)C#N)=O (2-[3-(6-cyano-3,3-dimethyl-1,2,3,4-tetrahydro-quinolin-2-yl)-phenylamino]-2-methyl-propionic acid methyl ester). Yield: 57.6%. RXN SMILES: [NH2:1][C:2]1[CH:3]=[C:4]([CH:8]2[C:17]([CH3:19])([CH3:18])[CH2:16][C:15]3[C:10](=[CH:11][CH:12]=[C:13]([C:20]#[N:21])[CH:14]=3)[NH:9]2)[CH:5]=[CH:6][CH:7]=1.[CH3:22][O:23][C:24](=[O:29])[C:25](Br)([CH3:27])[CH3:26].C(=O)([O-])[O-].[K+].[K+]>CN(C)C=O>[CH3:22][O:23][C:24](=[O:29])[C:25]([NH:1][C:2]1[CH:7]=[CH:6][CH:5]=[C:4]([CH:8]2[C:17]([CH3:18])([CH3:19])[CH2:16][C:15]3[C:10](=[CH:11][CH:12]=[C:13]([C:20]#[N:21])[CH:14]=3)[NH:9]2)[CH:3]=1)([CH3:27])[CH3:26] |f:2.3.4|. Procedure: A mixture of 2-(3-amino-phenyl)-3,3-dimethyl-1,2,3,4-tetrahydro-quinoline-6-carbonitrile (0.64 g, 2.3 mmol), 2-bromo-2-methyl-propionic acid methyl ester (1.25 g, 6.9 mmol) and potassium carbonate (1.59 g, 11.5 mmol) in N,N-dimethylformamide (6 mL) was stirred at 25° C. for 5 d. Then the reaction mixture was extracted with ethyl acetate (2×100 mL), washed with water, dried over anhydrous sodium sulfate and concentrated in vacuo. Purification on flash silica gel chromatography (silica gel from Qi... The reactants are OC1=C(C=C(C=C1)F)O (1,2-dihydroxy-4-fluorobenzene), CC(=O)C (acetone), O=P12OP3(=O)OP(=O)(O1)OP(=O)(O2)O3 (phosphorus pentoxide). Run in C(Cl)Cl (methylene chloride), C(Cl)Cl (methylene chloride). The product is CC1(OC2=C(O1)C=CC(=C2)F)C (2,2-dimethyl-5-fluoro-1,3-benzodioxole). Isolated yield 56.2%. Reaction SMILES: [OH:1][C:2]1[CH:7]=[CH:6][C:5]([F:8])=[CH:4][C:3]=1[OH:9].[CH3:10][C:11]([CH3:13])=O.O=P12OP3(OP(OP(O3)(O1)=O)(=O)O2)=O>C(Cl)Cl>[CH3:10][C:11]1([CH3:13])[O:1][C:2]2[CH:7]=[CH:6][C:5]([F:8])=[CH:4][C:3]=2[O:9]1. Procedure: In a flask were placed 40 g (0.31 mole) of 1,2-dihydroxy-4-fluorobenzene, 36.25 g (0.625 mole) of acetone, and 400 mL of methylene chloride. To this solution was added 133 g (0.937 mole) of phosphorus pentoxide in portions during a five minute period. This mixture was stirred at ambient temperature for approximately 16 hours after which the methylene chloride was decanted from the solid material in the flask. Ice was added to the flask, and the solid residue was dissolved in water and extracted ... Starting materials: C(C1=CC=CC=C1)N([C@@H]1CC[C@H](CC1)C(=O)OCC)CC1=CC=CC=C1 ((trans)-Ethyl 4-(dibenzylamino)cyclohexanecarboxylate), NN (hydrazine), NN (hydrazine), O (H2O), O (H2O), O (water). Run in C(C)O (ethanol). Run at temperature 150 celsius, time 8 hour. Product: C(C1=CC=CC=C1)N([C@@H]1CC[C@H](CC1)C(=O)NN)CC1=CC=CC=C1 ((trans)-4-(Dibenzylamino)cyclohexanecarbohydrazide). As a reaction SMILES: [CH2:1]([N:8]([CH2:20][C:21]1[CH:26]=[CH:25][CH:24]=[CH:23][CH:22]=1)[C@H:9]1[CH2:14][CH2:13][C@H:12]([C:15](OCC)=[O:16])[CH2:11][CH2:10]1)[C:2]1[CH:7]=[CH:6][CH:5]=[CH:4][CH:3]=1.[NH2:27][NH2:28].O>C(O)C>[CH2:1]([N:8]([CH2:20][C:21]1[CH:26]=[CH:25][CH:24]=[CH:23][CH:22]=1)[C@H:9]1[CH2:14][CH2:13][C@H:12]([C:15]([NH:27][NH2:28])=[O:16])[CH2:11][CH2:10]1)[C:2]1[CH:7]=[CH:6][CH:5]=[CH:4][CH:3]=1. Procedure details: A solution of 13B (750 mg, 2.134 mmol) in ethanol (5 mL) was treated with hydrazine.H2O (1.036 mL, 21.34 mmol), stirred at 80° C. for 2 h. No product was observed so more hydrazine.H2O (1.036 mL, 21.34 mmol) was added, and the solution was stirred at 150° C. in sealed tube overnight. Upon cooling, water was added and the resulting white solid was collected by filtration, washed with water and air dried to provide 14A (754 mg, >quantitative yield) as a white solid. MS (ES): m/z=338.3 [M+H]+. 1H N...